This data is from the Open Reaction Database (ORD), a public repository of structured organic reaction records. The task is: describe an organic reaction: reactants, conditions, products, and yield Reactants: COC(=O)c1ccc(N2CCN(C(=O)OC(C)(C)C)CC2)c([N+](=O)[O-])c1, CC(=O)O, [Fe], C1COCCO1, O, O. The product is COC(=O)c1ccc(N2CCN(C(=O)OC(C)(C)C)CC2)c(N)c1. RXN SMILES: [CH3:1][O:2][C:3](=[O:4])[c:5]1[cH:6][c:7]([N+:24]([O-:25])=[O:26])[c:8]([N:11]2[CH2:12][CH2:13][N:14]([C:17](=[O:18])[O:19][C:20]([CH3:21])([CH3:22])[CH3:23])[CH2:15][CH2:16]2)[cH:9][cH:10]1.[CH3:27][C:28](=[O:29])[OH:30].[Fe:39].[O:33]1[CH2:34][CH2:35][O:36][CH2:37][CH2:38]1.[OH2:31].[OH2:32]>>[CH3:1][O:2][C:3](=[O:4])[c:5]1[cH:6][c:7]([NH2:24])[c:8]([N:11]2[CH2:12][CH2:13][N:14]([C:17](=[O:18])[O:19][C:20]([CH3:21])([CH3:22])[CH3:23])[CH2:15][CH2:16]2)[cH:9][cH:10]1. Reactants: C(C)(C)(C)NC(CC(C)=O)=O (N-t-butyl-3-ketobutanamide), N (ammonia). Conditions: time 8 hour. Yields the product C(C)(C)(C)NC(\C=C(\C)/N)=O (N-t-butyl-3-aminocrotonamide). As a reaction SMILES: [C:1]([NH:5][C:6](=[O:11])[CH2:7][C:8](=O)[CH3:9])([CH3:4])([CH3:3])[CH3:2].[NH3:12]>>[C:1]([NH:5][C:6](=[O:11])/[CH:7]=[C:8](\[NH2:12])/[CH3:9])([CH3:4])([CH3:3])[CH3:2]. Reported procedure: N-t-butyl-3-ketobutanamide (0.29 g) was dissolved in saturated ethanolic ammonia (15 ml) and stirred overnight at room temperature. The solution was evaporated to yield N-t-butyl-3-aminocrotonamide which was used directly. The crude residue was dissolved in ethanol (8 ml), 2-chlorobenzaldehyde (0.28 g) and ethyl 4-[2-(2-methylbenzimidazol-1-yl)ethoxy]-3-ketobutanoate (0.61 g) were added. The mixture was heated at reflux overnight, cooled and the solvent removed under reduced pressure. The residu... The reactants are C1(=CC=CC=C1)C=1N=CC(=NC1C1=CC=CC=C1)C#CCCCOC1OCCCC1 (5,6-diphenyl-2-[5-(2-tetrahydropyranyloxy)-1-pentyn-1-yl]pyrazine), C1(=CC=C(C=C1)S(=O)(=O)[O-])C.[NH+]1=CC=CC=C1 (pyridinium p-toluenesulfonate), ice water. The solvent is CO (methanol). The product is C1(=CC=CC=C1)C=1N=CC(=NC1C1=CC=CC=C1)C#CCCCO (5,6-diphenyl-2-(5-hydroxy-1-pentyn-1-yl)pyrazine). The yield is 70.8%. Reaction SMILES: [C:1]1([C:7]2[N:8]=[CH:9][C:10]([C:19]#[C:20][CH2:21][CH2:22][CH2:23][O:24]C3CCCCO3)=[N:11][C:12]=2[C:13]2[CH:18]=[CH:17][CH:16]=[CH:15][CH:14]=2)[CH:6]=[CH:5][CH:4]=[CH:3][CH:2]=1.C1(C)C=CC(S([O-])(=O)=O)=CC=1.[NH+]1C=CC=CC=1>CO>[C:1]1([C:7]2[N:8]=[CH:9][C:10]([C:19]#[C:20][CH2:21][CH2:22][CH2:23][OH:24])=[N:11][C:12]=2[C:13]2[CH:14]=[CH:15][CH:16]=[CH:17][CH:18]=2)[CH:2]=[CH:3][CH:4]=[CH:5][CH:6]=1 |f:1.2|. Reported procedure: To a solution of 1.79 g of 5,6-diphenyl-2-[5-(2-tetrahydropyranyloxy)-1-pentyn-1-yl]pyrazine in methanol, 1.13 g of pyridinium p-toluenesulfonate was added and the mixture was heated at reflux for 30 minutes. The reaction solution was poured into ice water while stirring, extracted with ethyl acetate and then dried over anhydrous magnesium sulfate. After the solvent was evaporated under reduced pressure, the resulting crystal was recrystallized from diisopropyl ether to obtain 1.00 g of the desi... The reactants are C1(=CC=CC=C1)CCCCCN1C=CC2=C(C=CC=C12)OCC1=CC=CC=C1 (1-(5-phenylpentyl)-4-benzyloxyindole), [H][H] (hydrogen). Reagents/catalysts: [Pd] (Pd-C). Solvent: CO (methanol). Conditions: time 2 hour. Yields the product C1(=CC=CC=C1)CCCCCN1C=CC2=C(C=CC=C12)O (1-(5-phenylpentyl)-4-hydroxyindole). Isolated yield 71.3%. Reaction SMILES: [C:1]1([CH2:7][CH2:8][CH2:9][CH2:10][CH2:11][N:12]2[C:20]3[C:15](=[C:16]([O:21]CC4C=CC=CC=4)[CH:17]=[CH:18][CH:19]=3)[CH:14]=[CH:13]2)[CH:6]=[CH:5][CH:4]=[CH:3][CH:2]=1.[H][H]>[Pd].CO>[C:1]1([CH2:7][CH2:8][CH2:9][CH2:10][CH2:11][N:12]2[C:20]3[C:15](=[C:16]([OH:21])[CH:17]=[CH:18][CH:19]=3)[CH:14]=[CH:13]2)[CH:6]=[CH:5][CH:4]=[CH:3][CH:2]=1. Procedure details: Under argon atmosphere, 1-(5-phenylpentyl)-4-benzyloxyindole (330 mg) and 5% Pd-C (10 mg) were added to methanol (5 ml) and the atmosphere in the reaction vessel was replaced with hydrogen. The mixture was stirred at room temperature for 2 hours and solids were removed by filtration through Celite. The solvent was removed under reduced pressure, and the obtained crude product was purified by silica gel column chromatography to obtain the desired compound (178 mg, yield: 71%).